From a dataset of the Open Reaction Database (ORD), a public repository of structured organic reaction records. describe an organic reaction: reactants, conditions, products, and yield Starting materials: BrB(Br)Br, ClCCl, COc1ccc(NC(C)=O)c(OCC(O)CN2CCC(n3c(=O)[nH]c4cc(F)ccc43)CC2)c1, O. Yields the product CC(=O)Nc1ccc(O)cc1OCC(O)CN1CCC(n2c(=O)[nH]c3cc(F)ccc32)CC1. RXN SMILES: [B:35]([Br:36])([Br:37])[Br:38].[Cl:40][CH2:41][Cl:42].[F:1][c:2]1[cH:3][c:4]2[c:5]([n:6]([CH:10]3[CH2:11][CH2:12][N:13]([CH2:16][CH:17]([CH2:18][O:19][c:20]4[c:21]([NH:28][C:29]([CH3:30])=[O:31])[cH:22][cH:23][c:24]([O:26][CH3:27])[cH:25]4)[OH:32])[CH2:14][CH2:15]3)[c:7](=[O:9])[nH:8]2)[cH:33][cH:34]1.[OH2:39]>>[F:1][c:2]1[cH:3][c:4]2[c:5]([n:6]([CH:10]3[CH2:11][CH2:12][N:13]([CH2:16][CH:17]([CH2:18][O:19][c:20]4[c:21]([NH:28][C:29]([CH3:30])=[O:31])[cH:22][cH:23][c:24]([OH:26])[cH:25]4)[OH:32])[CH2:14][CH2:15]3)[c:7](=[O:9])[nH:8]2)[cH:33][cH:34]1. Reaction SMILES: [CH3:1][n:2]1[n:3][n:4][cH:5][c:6]1[CH:7]=[O:8].[K+:16].[Mn:11](=[O:12])([O-:13])(=[O:14])=[O:15].[Na+:10].[OH-:9].[OH2:17]>>[CH3:1][n:2]1[n:3][n:4][cH:5][c:6]1[C:7](=[O:8])[OH:12]. The product is Cn1nncc1C(=O)O. The reactants are Cn1nncc1C=O, [K+], O=[Mn](=O)(=O)[O-], [Na+], [OH-], O. The reactants are ClC1=CC(=CC=2N1N=C(N2)NC(C2=CN=CC=C2)=O)C(F)(F)F (N-[5-chloro-7-(trifluoromethyl)[1,2,4]triazolo[1,5-a]pyridin-2-yl]nicotinamide), C1(CCCC1)N (cyclopentylamine). The solvent is C(=O)(O)[O-].[Na+] (NaHCO3), CCOC(=O)C (EtOAc). Yields the product C1(CCCC1)NC1=CC(=CC=2N1N=C(N2)NC(C2=CN=CC=C2)=O)C(F)(F)F (N-[5-(cyclopentylamino)-7-(trifluoromethyl)[1,2,4]triazolo[1,5-a]pyridin-2-yl]nicotinamide). Yield: 23.0%. As a reaction SMILES: Cl[C:2]1[N:7]2[N:8]=[C:9]([NH:11][C:12](=[O:19])[C:13]3[CH:18]=[CH:17][CH:16]=[N:15][CH:14]=3)[N:10]=[C:6]2[CH:5]=[C:4]([C:20]([F:23])([F:22])[F:21])[CH:3]=1.[CH:24]1([NH2:29])[CH2:28][CH2:27][CH2:26][CH2:25]1>C([O-])(O)=O.[Na+].CCOC(C)=O>[CH:24]1([NH:29][C:2]2[N:7]3[N:8]=[C:9]([NH:11][C:12](=[O:19])[C:13]4[CH:18]=[CH:17][CH:16]=[N:15][CH:14]=4)[N:10]=[C:6]3[CH:5]=[C:4]([C:20]([F:23])([F:22])[F:21])[CH:3]=2)[CH2:28][CH2:27][CH2:26][CH2:25]1 |f:2.3|. Reported procedure: N-[5-chloro-7-(trifluoromethyl)[1,2,4]triazolo[1,5-a]pyridin-2-yl]nicotinamide ((B7), 50 mg; 0.14 mmol; 1.0 eq.) in cyclopentylamine (1.0 mL) was stirred at rt overnight. The reaction mixture was diluted with a saturated solution of NaHCO3 (10 mL) and EtOAc (5 mL). The two phases were separated and the organic phase was washed four times with a saturated solution of NaHCO3, after which the product precipitated in the organic phase. It was filtered, washed with a saturated solution of NaHCO3 and ... Reactants: OCC(F)c1cccc(Br)c1, CC(C)(C)[Si](C)(C)Cl, CN(C)C=O, c1c[nH]cn1. Yields the product CC(C)(C)[Si](C)(C)OCC(F)c1cccc(Br)c1. As a reaction SMILES: [Br:1][c:2]1[cH:3][c:4]([CH:8]([CH2:9][OH:10])[F:11])[cH:5][cH:6][cH:7]1.[C:17]([CH3:18])([CH3:19])([CH3:20])[Si:21]([Cl:22])([CH3:23])[CH3:24].[O:25]=[CH:26][N:27]([CH3:28])[CH3:29].[nH:12]1[cH:13][cH:14][n:15][cH:16]1>>[Br:1][c:2]1[cH:3][c:4]([CH:8]([CH2:9][O:10][Si:21]([C:17]([CH3:18])([CH3:19])[CH3:20])([CH3:23])[CH3:24])[F:11])[cH:5][cH:6][cH:7]1. Starting materials: COC1=CC=C(C=C1)[C@H](C)NC(CC(C)=O)=O ((S)—N-[1-(4-methoxy-phenyl)-ethyl]-3-oxo-butyramide), C(C)(=O)[O-].[NH4+] (ammonium acetate). Run in C1(=CC=CC=C1)C (toluene). Run at temperature 100 celsius. Yields the product COC1=CC=C(C=C1)[C@H](C)NC(C=C(C)N)=O ((1S)-3-Amino-but-2-enoic acid [1-(4-methoxy-phenyl)-ethyl]-amide). Reaction SMILES: [CH3:1][O:2][C:3]1[CH:8]=[CH:7][C:6]([C@@H:9]([NH:11][C:12](=[O:17])[CH2:13][C:14](=O)[CH3:15])[CH3:10])=[CH:5][CH:4]=1.C([O-])(=O)C.[NH4+:22]>C1(C)C=CC=CC=1>[CH3:1][O:2][C:3]1[CH:8]=[CH:7][C:6]([C@@H:9]([NH:11][C:12](=[O:17])[CH:13]=[C:14]([NH2:22])[CH3:15])[CH3:10])=[CH:5][CH:4]=1 |f:1.2|. Reported procedure: To a suspension of (S)—N-[1-(4-methoxy-phenyl)-ethyl]-3-oxo-butyramide (10 g) in toluene (800 ml) was added at 20° C. ammonium acetate (10 g) and the reaction was heated for 20 h at 100° C. in a Dean Stark system. The mixture was concentrated in vacuo and the product obtained was used without further purification in the following reaction step.